From a dataset of the Open Reaction Database (ORD), a public repository of structured organic reaction records. describe an organic reaction: reactants, conditions, products, and yield The reactants are CC(=O)O (AcOH), N1CCCCC1 (Piperidine), C(C1=CC=CC=C1)OC1=C(C=C(C=O)C=C1)OC (4-benzyloxy-3-methoxybenzaldehyde), C(=O)(O)CC(=O)NC1=C(C(=O)O)C=CC=C1 (2-[(carboxyacetyl)amino]benzoic acid). Run in C1(=CC=CC=C1)C (toluene). The product is C(C1=CC=CC=C1)OC1=C(C=C(C=C1)/C=C/C(=O)NC1=C(C(=O)O)C=CC=C1)OC ((E)-2-[[3-(4-Benzyloxy-3-methoxyphenyl)-1-oxo-2-propenyl]amino]benzoic acid). RXN SMILES: N1CCCCC1.[CH2:7]([O:14][C:15]1[CH:22]=[CH:21][C:18]([CH:19]=O)=[CH:17][C:16]=1[O:23][CH3:24])[C:8]1[CH:13]=[CH:12][CH:11]=[CH:10][CH:9]=1.C([CH2:28][C:29]([NH:31][C:32]1[CH:40]=[CH:39][CH:38]=[CH:37][C:33]=1[C:34]([OH:36])=[O:35])=[O:30])(O)=O.CC(O)=O>C1(C)C=CC=CC=1>[CH2:7]([O:14][C:15]1[CH:22]=[CH:21][C:18](/[CH:19]=[CH:28]/[C:29]([NH:31][C:32]2[CH:40]=[CH:39][CH:38]=[CH:37][C:33]=2[C:34]([OH:36])=[O:35])=[O:30])=[CH:17][C:16]=1[O:23][CH3:24])[C:8]1[CH:13]=[CH:12][CH:11]=[CH:10][CH:9]=1. Procedure: Piperidine (0.20 mL, 2.1 mmol) was added to a suspension of 4-benzyloxy-3-methoxybenzaldehyde (0.50 g, 2.1 mmol) and 2-[(carboxyacetyl)amino]benzoic acid (0.42 g, 1.9 mmol) in toluene (5 mL) and treated according to Procedure 2, acidifying with 20% AcOH. The crude product was recrystallised from EtOH providing (E)-2-[[3-(4-benzyloxy-3-methoxyphenyl)-1-oxo-2-propenyl]amino]benzoic (0.48 g, 63%) as a yellow crystalline solid; mp 197-199° C.; δH (400 MHz, DMSO-d6) 3.84 (s, 3H, OCH3), 5.13 (s, 2H, O... Reactants: ClC1=C(OC=2C=C(C=CC2[N+](=O)[O-])C2(OCCO2)C)C(=CC=C1)Cl (2-[3-(2,6-dichlorophenoxy)-4-nitrophenyl]-2-methyl-1,3-dioxolane), Cl (hydrochloric acid). Run in CC(=O)C (acetone). The product is ClC1=C(OC=2C=C(C=CC2[N+](=O)[O-])C(C)=O)C(=CC=C1)Cl (3'-(2,6-dichlorophenoxy)-4'-nitroacetophenone). The yield is 99.0%. Reaction SMILES: [Cl:1][C:2]1[CH:23]=[CH:22][CH:21]=[C:20]([Cl:24])[C:3]=1[O:4][C:5]1[CH:6]=[C:7]([C:14]2([CH3:19])OCC[O:15]2)[CH:8]=[CH:9][C:10]=1[N+:11]([O-:13])=[O:12].Cl>CC(C)=O>[Cl:1][C:2]1[CH:23]=[CH:22][CH:21]=[C:20]([Cl:24])[C:3]=1[O:4][C:5]1[CH:6]=[C:7]([C:14](=[O:15])[CH3:19])[CH:8]=[CH:9][C:10]=1[N+:11]([O-:13])=[O:12]. Procedure details: A mixture of 2-[3-(2,6-dichlorophenoxy)-4-nitrophenyl]-2-methyl-1,3-dioxolane (3.9 g) and 3N hydrochloric acid (15 ml) in acetone (30 ml) was refluxed for 2.5 hours. The mixture was concentrated under reduced pressure. To the residue were added water (50 ml) and ethyl acetate (60 ml). The organic layer was dried and concentrated to give an amorphous powder of 3'-(2,6-dichlorophenoxy)-4'-nitroacetophenone (3.4 g). As a reaction SMILES: [Br:1][CH2:2][CH2:3][CH2:4][C:5](=[O:6])[OH:7].[CH3:37][N:38]([CH3:39])[P:40]([N:41]([CH3:42])[CH3:43])([N:44]([CH3:45])[CH3:46])=[O:47].[CH3:48][C:49]#[N:50].[NH2:12][c:13]1[cH:14][cH:15][c:16]([S:19](=[O:20])(=[O:21])[NH:22][c:23]2[c:24]([C:29]([c:30]3[cH:31][cH:32][cH:33][cH:34][cH:35]3)=[O:36])[cH:25][cH:26][cH:27][cH:28]2)[cH:17][cH:18]1.[S:8]([Cl:9])([Cl:10])=[O:11]>>[CH2:2]1[CH2:3][CH2:4][C:5](=[O:7])[N:12]1[c:13]1[cH:14][cH:15][c:16]([S:19](=[O:20])(=[O:21])[NH:22][c:23]2[c:24]([C:29]([c:30]3[cH:31][cH:32][cH:33][cH:34][cH:35]3)=[O:36])[cH:25][cH:26][cH:27][cH:28]2)[cH:17][cH:18]1. The product is O=C(c1ccccc1)c1ccccc1NS(=O)(=O)c1ccc(N2CCCC2=O)cc1. The reactants are O=C(O)CCCBr, CN(C)P(=O)(N(C)C)N(C)C, CC#N, Nc1ccc(S(=O)(=O)Nc2ccccc2C(=O)c2ccccc2)cc1, O=S(Cl)Cl. Starting materials: FC(OC1=CC=C(C=C1)B1OC(C(O1)(C)C)(C)C)F (2-(4-(difluoromethoxy)phenyl)-4,4,5,5-tetramethyl-1,3,2-dioxaborolane), ClC1=CC(N(C=C1)C1=CC(=C(C=C1)OCC(C)(C)O)OC)=O (4-chloro-1-(4-(2-hydroxy-2-methylpropoxy)-3-methoxyphenyl)pyridin-2(1H)-one), [O-]P(=O)([O-])[O-].[K+].[K+].[K+] (Potassium phosphate tribasic), C1(CCCCC1)P(C1=C(C=CC=C1)C1=C(C=CC=C1OC)OC)C1CCCCC1 (2-DICYCLOHEXYLPHOSPHINO-2′,6′-DIMETHOXY-1,1′-BIPHENYL). Reagents/catalysts: C(C)(=O)[O-].[Pd+2].C(C)(=O)[O-] (Palladium (II) acetate). Run in C1(=CC=CC=C1)C (Toluene), O (Water). Reaction conditions: temperature 100 celsius, time 16 hour. The product is FC(OC1=CC=C(C=C1)C1=CC(N(C=C1)C1=CC(=C(C=C1)OCC(C)(C)O)OC)=O)F (4-(4-(difluoromethoxy)phenyl)-1-(4-(2-hydroxy-2-methylpropoxy)-3-methoxyphenyl)pyridin-2(1H)-one). The yield is 36.7%. RXN SMILES: [F:1][CH:2]([F:19])[O:3][C:4]1[CH:9]=[CH:8][C:7](B2OC(C)(C)C(C)(C)O2)=[CH:6][CH:5]=1.Cl[C:21]1[CH:26]=[CH:25][N:24]([C:27]2[CH:32]=[CH:31][C:30]([O:33][CH2:34][C:35]([OH:38])([CH3:37])[CH3:36])=[C:29]([O:39][CH3:40])[CH:28]=2)[C:23](=[O:41])[CH:22]=1.[O-]P([O-])([O-])=O.[K+].[K+].[K+].C1(P(C2CCCCC2)C2C=CC=CC=2C2C(OC)=CC=CC=2OC)CCCCC1>C1(C)C=CC=CC=1.O.C([O-])(=O)C.[Pd+2].C([O-])(=O)C>[F:19][CH:2]([F:1])[O:3][C:4]1[CH:5]=[CH:6][C:7]([C:21]2[CH:26]=[CH:25][N:24]([C:27]3[CH:32]=[CH:31][C:30]([O:33][CH2:34][C:35]([OH:38])([CH3:37])[CH3:36])=[C:29]([O:39][CH3:40])[CH:28]=3)[C:23](=[O:41])[CH:22]=2)=[CH:8][CH:9]=1 |f:2.3.4.5,9.10.11|. Procedure details: A mixture of 2-(4-(difluoromethoxy)phenyl)-4,4,5,5-tetramethyl-1,3,2-dioxaborolane Part A (62.6 mg, 0.23 mmol), 4-chloro-1-(4-(2-hydroxy-2-methylpropoxy)-3-methoxyphenyl)pyridin-2(1H)-one Part D of Procedure 9 (50 mg, 0.15 mmol), Potassium phosphate tribasic (65.6 mg, 0.31 mmol), Palladium (II) acetate (1.7 mg, 7.7 μmol), and 2-DICYCLOHEXYLPHOSPHINO-2′,6′-DIMETHOXY-1,1′-BIPHENYL (3.1 mg, 7.72 μmol) in Toluene (1.4 mL) and Water (0.15 mL) was stirred at 100° C. for 16 h. The mixture was filtered,... Reactants: CCn1cc(C(=O)O)c(=O)c2cc(F)c(F)cc21, CC(C)OCC1CNCCN1, CO, c1ccncc1. The product is CCn1cc(C(=O)O)c(=O)c2cc(F)c(N3CCNC(COC(C)C)C3)cc21. RXN SMILES: [CH2:12]([CH3:13])[n:14]1[cH:15][c:16]([C:27](=[O:28])[OH:29])[c:17](=[O:26])[c:18]2[cH:19][c:20]([F:25])[c:21]([F:24])[cH:22][c:23]12.[CH3:1][CH:2]([CH3:3])[O:4][CH2:5][CH:6]1[NH:7][CH2:8][CH2:9][NH:10][CH2:11]1.[CH3:36][OH:37].[cH:30]1[cH:31][cH:32][n:33][cH:34][cH:35]1>>[CH3:1][CH:2]([CH3:3])[O:4][CH2:5][CH:6]1[NH:7][CH2:8][CH2:9][N:10]([c:21]2[c:20]([F:25])[cH:19][c:18]3[c:17](=[O:26])[c:16]([C:27](=[O:28])[OH:29])[cH:15][n:14]([CH2:12][CH3:13])[c:23]3[cH:22]2)[CH2:11]1. Reactants: Cl.C(C1=CC=CC=C1)N1C[C@@H]2[C@H](N(C=3C=CC(=CC23)F)C2=CC=C(C=C2)F)CC1 (trans-2-benzyl-8-fluoro-5-(p-fluorophenyl)-2,3,4,4a,5,9b-hexahydro-1H-pyrido[4,3-b]indole hydrochloride), isopropyl or n-butyl chloroformate esters, ClC(=O)OCC (ethyl chloroformate), methyl. Yields the product FC1=CC=2[C@H]3[C@H](N(C2C=C1)C1=CC=C(C=C1)F)CCNC3 (trans-8-Fluoro-5-(p-fluorophenyl)-2,3,4,4a,5,9b-hexahydro-1H-pyrido[4,3-b]indole). As a reaction SMILES: Cl.C([N:9]1[CH2:29][CH2:28][C@H:12]2[N:13]([C:21]3[CH:26]=[CH:25][C:24]([F:27])=[CH:23][CH:22]=3)[C:14]3[CH:15]=[CH:16][C:17]([F:20])=[CH:18][C:19]=3[C@@H:11]2[CH2:10]1)C1C=CC=CC=1.ClC(OCC)=O>>[F:20][C:17]1[CH:16]=[CH:15][C:14]2[N:13]([C:21]3[CH:22]=[CH:23][C:24]([F:27])=[CH:25][CH:26]=3)[C@@H:12]3[CH2:28][CH2:29][NH:9][CH2:10][C@H:11]3[C:19]=2[CH:18]=1 |f:0.1|. Reported procedure: Alternately, dl-trans-2-benzyl-8-fluoro-5-(p-fluorophenyl)-2,3,4,4a,5,9b-hexahydro-1H-pyrido[4,3-b]indole hydrochloride is refluxed in the presence of excess ethyl chloroformate or the corresponding methyl, isopropyl or n-butyl chloroformate esters, then hydrolyzed and worked up by the procedure described above to obtain the title compound. Yields the product NC=1C=C(OC1C(=O)N1C(C(NCC1)=O)(C)C)C(F)(F)F (4-(4-amino-2-(trifluoromethyl)furan-5-carbonyl)-3,3-dimethylpiperazin-2-one). Reaction conditions: temperature 25 celsius, time 30 minute. Reactants: [H-].[Na+] (sodium hydride), OCC(=O)N1C(C(NCC1)=O)(C)C (4-(2-Hydroxyacetyl)-3,3-dimethylpiperazin-2-one), [H-].[Na+] (sodium hydride), CC1=CC=C(C=C1)S(=O)(=O)OC(C(F)(F)F)=CC#N (3-cyano-1,1,1-trifluoroprop-2-en-2-yl 4-methylbenzenesulfonate). Procedure: 4-(2-Hydroxyacetyl)-3,3-dimethylpiperazin-2-one (0.090 g, 0.48 mmol) and sodium hydride (60%, 0.040 g, 0.97 mmol) were dissolved in 3 mL DMF and stirred at 25° C. for 30 min. To the resulting, cooled (0° C.) mixture was added drop-wise 3-cyano-1,1,1-trifluoroprop-2-en-2-yl 4-methylbenzenesulfonate (0.16 g, 0.56 mmol). The reaction was gradually warmed up to 25° C., stirred for an additional 2 hours, 2 additional equivalents of sodium hydride were added and the mixture stirred for another additio... RXN SMILES: [OH:1][CH2:2][C:3]([N:5]1[CH2:10][CH2:9][NH:8][C:7](=[O:11])[C:6]1([CH3:13])[CH3:12])=[O:4].[H-].[Na+].CC1C=CC(S(O[C:27](=[CH:32][C:33]#[N:34])[C:28]([F:31])([F:30])[F:29])(=O)=O)=CC=1>CN(C=O)C>[NH2:34][C:33]1[CH:32]=[C:27]([C:28]([F:31])([F:30])[F:29])[O:1][C:2]=1[C:3]([N:5]1[CH2:10][CH2:9][NH:8][C:7](=[O:11])[C:6]1([CH3:13])[CH3:12])=[O:4] |f:1.2|. The solvent is CN(C)C=O (DMF). Isolated yield 6.8%. The reactants are ClC1=NC=NC(=C1)OCC#C (4-chloro-6-(2-propynyloxy)pyrimidine), C([O-])([O-])=O.[K+].[K+] (potassium carbonate), FC1=C(C=CC=C1)O (2-fluorophenol), [Cl-].[NH4+] (ammonium chloride). Solvent: CN(C=O)C (N,N-dimethylformamide). Conditions: temperature 60 celsius, time 7 hour. Product: FC1=C(OC2=NC=NC(=C2)OCC#C)C=CC=C1 (4-(2-fluorophenoxy)-6-(2-propynyloxy)pyrimidine). Yield: 72.5%. As a reaction SMILES: Cl[C:2]1[CH:7]=[C:6]([O:8][CH2:9][C:10]#[CH:11])[N:5]=[CH:4][N:3]=1.C(=O)([O-])[O-].[K+].[K+].[F:18][C:19]1[CH:24]=[CH:23][CH:22]=[CH:21][C:20]=1[OH:25].[Cl-].[NH4+]>CN(C)C=O>[F:18][C:19]1[CH:24]=[CH:23][CH:22]=[CH:21][C:20]=1[O:25][C:2]1[CH:7]=[C:6]([O:8][CH2:9][C:10]#[CH:11])[N:5]=[CH:4][N:3]=1 |f:1.2.3,5.6|. Reported procedure: To 5 ml of N,N-dimethylformamide were added 0.2 g of 4-chloro-6-(2-propynyloxy)pyrimidine, 0.25 g of potassium carbonate, and 0.16 g of 2-fluorophenol, followed by stirring at 60° C. for 7 hours. The reaction mixture was then left for cooling to room temperature and poured into a saturated aqueous ammonium chloride solution, which was extracted three times with chloroform. The chloroform layers were combined, washed with diluted hydrochloric acid and then with water, and dried over anhydrous mag... The reactants are O=C(Cl)c1ccccc1-c1ccccc1, c1ccncc1, O=C(c1ccc(-c2cc[nH]n2)cc1)N1Cc2cccn2Cc2ccccc21. Product: O=C(c1ccc(-c2ccn(C(=O)c3ccccc3-c3ccccc3)n2)cc1)N1Cc2cccn2Cc2ccccc21. As a reaction SMILES: [c:28]1(-[c:37]2[cH:38][cH:39][cH:40][cH:41][cH:42]2)[c:29]([C:34](=[O:35])[Cl:36])[cH:30][cH:31][cH:32][cH:33]1.[cH:43]1[cH:44][cH:45][n:46][cH:47][cH:48]1.[nH:1]1[n:2][c:3](-[c:6]2[cH:7][cH:8][c:9]([C:12](=[O:13])[N:14]3[CH2:15][c:16]4[n:17]([cH:25][cH:26][cH:27]4)[CH2:18][c:19]4[c:20]3[cH:21][cH:22][cH:23][cH:24]4)[cH:10][cH:11]2)[cH:4][cH:5]1>>[n:1]1([C:34]([c:29]2[c:28](-[c:37]3[cH:38][cH:39][cH:40][cH:41][cH:42]3)[cH:33][cH:32][cH:31][cH:30]2)=[O:35])[n:2][c:3](-[c:6]2[cH:7][cH:8][c:9]([C:12](=[O:13])[N:14]3[CH2:15][c:16]4[n:17]([cH:25][cH:26][cH:27]4)[CH2:18][c:19]4[c:20]3[cH:21][cH:22][cH:23][cH:24]4)[cH:10][cH:11]2)[cH:4][cH:5]1. The reactants are CC(C)(C)N1C(N(C(CC1=O)=O)CC1=CC=C(C=C1)C(C)(C)C)=O (1-(1,1-Dimethylethyl)-3-{[4-(1,1-dimethylethyl)phenyl]methyl}-2,4,6(1H,3H,5H)-pyrimidinetrione), C(C)(C)N(CC)C(C)C (diisopropylethylamine), CC(C)(C)N1C(N(C(C(=C1O)C(=O)NCC(=O)OCC)=O)CC1=CC=C(C=C1)C(C)(C)C)=O (Ethyl N-[(1-(1,1-dimethylethyl)-3-{[4-(1,1-dimethylethyl)phenyl]methyl}-6-hydroxy-2,4-dioxo-1,2,3,4-tetrahydro-5-pyrimidinyl)carbonyl]glycinate), N(=C=O)CC(=O)OCC (ethyl isocyanatoacetate). Run in C(Cl)(Cl)Cl (chloroform). Conditions: time 3 hour. The product is CC(C)(C)N1C(N(C(C(=C1O)C(=O)NCC(=O)O)=O)CC1=CC=C(C=C1)C(C)(C)C)=O (N-[(1-(1,1-Dimethylethyl)-3-{[4-(1,1-dimethylethyl)phenyl]methyl}-6-hydroxy-2,4-dioxo-1,2,3,4-tetrahydro-5-pyrimidinyl)carbonyl]glycine). RXN SMILES: [CH3:1][C:2]([N:5]1[C:10]([OH:11])=[C:9]([C:12]([NH:14][CH2:15][C:16]([O:18]CC)=[O:17])=[O:13])[C:8](=[O:21])[N:7]([CH2:22][C:23]2[CH:28]=[CH:27][C:26]([C:29]([CH3:32])([CH3:31])[CH3:30])=[CH:25][CH:24]=2)[C:6]1=[O:33])([CH3:4])[CH3:3].CC(N1C(=O)CC(=O)N(CC2C=CC(C(C)(C)C)=CC=2)C1=O)(C)C.C(N(C(C)C)CC)(C)C.N(CC(OCC)=O)=C=O>C(Cl)(Cl)Cl>[CH3:4][C:2]([N:5]1[C:10]([OH:11])=[C:9]([C:12]([NH:14][CH2:15][C:16]([OH:18])=[O:17])=[O:13])[C:8](=[O:21])[N:7]([CH2:22][C:23]2[CH:24]=[CH:25][C:26]([C:29]([CH3:32])([CH3:31])[CH3:30])=[CH:27][CH:28]=2)[C:6]1=[O:33])([CH3:1])[CH3:3]. Procedure: Ethyl N-[(1-(1,1-dimethylethyl)-3-{[4-(1,1-dimethylethyl)phenyl]methyl}-6-hydroxy-2,4-dioxo-1,2,3,4-tetrahydro-5-pyrimidinyl)carbonyl]glycinate. 1-(1,1-Dimethylethyl)-3-{[4-(1,1-dimethylethyl)phenyl]methyl}-2,4,6(1H,3H,5H)-pyrimidinetrione (1.3 g, 3.93 mmoles) and diisopropylethylamine (1.36 mL, 7.86 mmoles) were stirred together in dry chloroform (25 mL) and treated with ethyl isocyanatoacetate (335 uL, 3.93 mmoles). The mixture was stirred for 3 hours, washed twice with 1 molar hydrochloric ac...